Task: describe an organic reaction: reactants, conditions, products, and yield. Dataset: the Open Reaction Database (ORD), a public repository of structured organic reaction records Reactants: ( 1.5 ), CN(C)[C@H]1[C@@H]2C[C@@H]3[C@@H](C4=C(C=CC(=C4C(=C3C(=O)[C@@]2(C(=C(C1=O)C(=O)N)O)O)O)O)Cl)O (DMcT). Run in CN1CCCC1=O (NMP). Product: CN(C)[C@H]1[C@@H]2C[C@@H]3[C@@H](C4=C(C=CC(=C4C(=C3C(=O)[C@@]2(C(=C(C1=O)C(=O)N)O)O)O)O)Cl)O.CN1CCCC1=O (DMcT NMP). RXN SMILES: [CH3:1][N:2]([C@@H:4]1[C:22](=[O:23])[C:21]([C:24]([NH2:26])=[O:25])=[C:20]([OH:27])[C@:19]2([OH:28])[C@H:5]1[CH2:6][C@H:7]1[C:16]([C:17]2=[O:18])=[C:15]([OH:29])[C:14]2[C:9](=[C:10]([Cl:31])[CH:11]=[CH:12][C:13]=2[OH:30])[C@H:8]1[OH:32])[CH3:3]>CN1C(=O)CCC1>[CH3:3][N:2]([C@@H:4]1[C:22](=[O:23])[C:21]([C:24]([NH2:26])=[O:25])=[C:20]([OH:27])[C@:19]2([OH:28])[C@H:5]1[CH2:6][C@H:7]1[C:16]([C:17]2=[O:18])=[C:15]([OH:29])[C:14]2[C:9](=[C:10]([Cl:31])[CH:11]=[CH:12][C:13]=2[OH:30])[C@H:8]1[OH:32])[CH3:1].[CH3:3][N:2]1[C:24](=[O:25])[CH2:21][CH2:22][CH2:4]1 |f:2.3|. Procedure details: One point five (1.5) g (0.01 mole) of DMcT monomer powder were dissolved in 5 g of NMP to obtain a yellowish transparent viscous DMcT-NMP solution. To this solution, 2.5 g (0.015 mole) of polyaniline powder in a de-doped and reduced state ("ANILEAD" available from Nitto Denko Corp., Japan) were added and the combined solution was then heated at 80° C. in a sealed container, whose inner atmosphere was replaced by an inert gas, to obtain a black purple liquid. The product is N1(C=NC=C1)C1=C(C=C(C(=O)NC(NC(C2=CC(=C(C=C2)N2C=NC=C2)C(F)(F)F)=O)=N)C=C1)C(F)(F)F (bis[4-(1-imidazolyl)-3-trifluoromethylbenzoyl]guanidine). RXN SMILES: F[C:2]1[CH:26]=[CH:25][C:5]([C:6]([NH:8][C:9]([NH:11][C:12](=[O:24])[C:13]2[CH:18]=[CH:17][C:16](F)=[C:15]([C:20]([F:23])([F:22])[F:21])[CH:14]=2)=[NH:10])=[O:7])=[CH:4][C:3]=1[C:27]([F:30])([F:29])[F:28].[NH:31]1[CH:35]=[CH:34][N:33]=[CH:32]1.C(=O)([O-])[O-].[K+].[K+]>CN(C=O)C>[N:31]1([C:16]2[CH:17]=[CH:18][C:13]([C:12]([NH:11][C:9](=[NH:10])[NH:8][C:6](=[O:7])[C:5]3[CH:25]=[CH:26][C:2]([N:31]4[CH:35]=[CH:34][N:33]=[CH:32]4)=[C:3]([C:27]([F:30])([F:28])[F:29])[CH:4]=3)=[O:24])=[CH:14][C:15]=2[C:20]([F:23])([F:21])[F:22])[CH:35]=[CH:34][N:33]=[CH:32]1 |f:2.3.4|. Procedure: 0.25 g of bis(4-fluoro-3-trifluoromethylbenzoyl)guanidine, 0.16 g of imidazole and 0.16 g of potassium carbonate are heated for 16 h in 5 ml of DMF, and after that the solvent is evaporated. Separation of the crude product by column chromatography yielded 0.12 g of bis[4-(1-imidazolyl)-3-trifluoromethylbenzoyl]guanidine as a colorless solid, mp 130° C. decomp., Rf (CH2Cl2/MeOH 9:1)=0.4 MS (ES):536 (M+1) and 0.07 g of N-[4-(1-imidazolyl)-3-trifluoromethylbenzoyl]-N′-(4-fluoro-3-trifluoromethylben... Starting materials: FC1=C(C=C(C(=O)NC(=N)NC(C2=CC(=C(C=C2)F)C(F)(F)F)=O)C=C1)C(F)(F)F (bis(4-fluoro-3-trifluoromethylbenzoyl)guanidine), N1C=NC=C1 (imidazole), C([O-])([O-])=O.[K+].[K+] (potassium carbonate). The yield is 39.4%. Solvent: CN(C)C=O (DMF).